This data is from the Open Reaction Database (ORD), a public repository of structured organic reaction records. The task is: describe an organic reaction: reactants, conditions, products, and yield Reactants: CC=1OC2=C(C=CC=C2C(C1)=O)C=O (2-methyl-4-oxo-4H-chromene-8-carbaldehyde), C(CC(=O)C)(=O)OCC (ethyl acetoacetate). Yields the product CC=1OC2=C(C=CC=C2C(C1)=O)C=C(C(=O)OCC)C(C)=O (Ethyl 2-[(2-methyl-4-oxo-4H-chromen-8-yl)methylene]-3-oxobutanoate). As a reaction SMILES: [CH3:1][C:2]1[O:3][C:4]2[C:9]([C:10](=[O:12])[CH:11]=1)=[CH:8][CH:7]=[CH:6][C:5]=2[CH:13]=O.[C:15]([O:21][CH2:22][CH3:23])(=[O:20])[CH2:16][C:17]([CH3:19])=[O:18]>>[CH3:1][C:2]1[O:3][C:4]2[C:9]([C:10](=[O:12])[CH:11]=1)=[CH:8][CH:7]=[CH:6][C:5]=2[CH:13]=[C:16]([C:17](=[O:18])[CH3:19])[C:15]([O:21][CH2:22][CH3:23])=[O:20]. Procedure details: The title compound is prepared in analogy to example 25 (stage 25a) starting from 2-methyl-4-oxo-4H-chromene-8-carbaldehyde (200 mg, 1.062 mmol) and ethyl acetoacetate (138 mg, 1.062 mmol). 309 mg (97% of theory) of the title compound are obtained as an E/Z isomer mixture. Product: CC(=O)NC(C)c1ccc(O)cn1. As a reaction SMILES: [CH2:15]1[O:16][CH2:17][CH2:18][CH2:19]1.[CH3:11][C:12]([Cl:13])=[O:14].[NH2:1][CH:2]([CH3:3])[c:4]1[cH:5][cH:6][c:7]([OH:10])[cH:8][n:9]1>>[NH:1]([CH:2]([CH3:3])[c:4]1[cH:5][cH:6][c:7]([OH:10])[cH:8][n:9]1)[C:12]([CH3:11])=[O:14]. Reactants: C1CCOC1, CC(=O)Cl, CC(N)c1ccc(O)cn1. The reactants are compound 3, C(C)(C)(C)NC(C1=C(C=C(C=C1)Br)F)=O (N-tert-Butyl-4-bromo-2-fluorobenzamide), NC(C(=O)O)(C)C (2-aminoisobutyric acid), TEA, C(=O)([O-])[O-].[K+].[K+] (K2CO3), C(CC(O)(C(=O)O)CC(=O)O)(=O)O (citric acid), C(C)(=O)C1C(CCCC1)=O (2-Acetylcyclohexanone). Reagents/catalysts: [Cu]I (CuI). Run in O (water), CN(C)C=O (DMF). Reaction conditions: temperature 100 celsius. The product is C(C)(C)(C)NC(=O)C1=C(C=C(C=C1)NC(C(=O)O)(C)C)F (2-(4-(tert-butylcarbamoyl)-3-fluorophenylamino)-2-methylpropanoic acid). Yield: 108.9%. Reaction SMILES: [C:1]([NH:5][C:6](=[O:15])[C:7]1[CH:12]=[CH:11][C:10](Br)=[CH:9][C:8]=1[F:14])([CH3:4])([CH3:3])[CH3:2].[NH2:16][C:17]([CH3:22])([CH3:21])[C:18]([OH:20])=[O:19].C([O-])([O-])=O.[K+].[K+].C(C1CCCCC1=O)(=O)C.C(O)(=O)CC(CC(O)=O)(C(O)=O)O>CN(C=O)C.[Cu]I.O>[C:1]([NH:5][C:6]([C:7]1[CH:12]=[CH:11][C:10]([NH:16][C:17]([CH3:22])([CH3:21])[C:18]([OH:20])=[O:19])=[CH:9][C:8]=1[F:14])=[O:15])([CH3:4])([CH3:3])[CH3:2] |f:2.3.4|. Reported procedure: The title compound, made in accordance with General Method 3, may be used to prepare compound 3 in accordance with General Method 1. N-tert-Butyl-4-bromo-2-fluorobenzamide (850 mg, 3.1 mmol), 2-aminoisobutyric acid (450 mg, 4.36 mmol), CuI (100 mg, 0.5 mmol), TEA (0.2 mL) and K2CO3 (1.0 g, 7.2 mmol) were charged in DMF (8 mL) and water (2 mL) and stirred at RT for 5 min. 2-Acetylcyclohexanone (100 mg, 0.7 mmol) was added and the reaction mixture was heated at 100° C. for 18 h. The reaction mixtu... Starting materials: OC1=C(C=CC=2C[C@@H]3[C@@H]4C[C@@H](C(C[C@@]4(C12)CCN3)=O)C)OC (4-Hydroxy-3-methoxy-7α-methylmorphinan-6-one), C1(CCC1)CBr (cyclobutylmethyl bromide), C(=O)(O)[O-].[Na+] (NaHCO3). Run in CN(C)C=O (DMF). Product: C1(CCC1)CN1[C@H]2[C@@H]3C[C@@H](C(C[C@@]3(C=3C(=C(C=CC3C2)OC)O)CC1)=O)C (17-Cyclobutylmethyl-4-hydroxy-3-methoxy-7α-methylmorphinan-6-one). RXN SMILES: [OH:1][C:2]1[C:15]2[C@:14]34[CH2:16][CH2:17][NH:18][C@@H:8]([C@@H:9]3[CH2:10][C@H:11]([CH3:20])[C:12](=[O:19])[CH2:13]4)[CH2:7][C:6]=2[CH:5]=[CH:4][C:3]=1[O:21][CH3:22].[CH:23]1([CH2:27]Br)[CH2:26][CH2:25][CH2:24]1.C([O-])(O)=O.[Na+]>CN(C=O)C>[CH:23]1([CH2:27][N:18]2[CH2:17][CH2:16][C@@:14]34[C:15]5[C:2]([OH:1])=[C:3]([O:21][CH3:22])[CH:4]=[CH:5][C:6]=5[CH2:7][C@@H:8]2[C@@H:9]3[CH2:10][C@H:11]([CH3:20])[C:12](=[O:19])[CH2:13]4)[CH2:26][CH2:25][CH2:24]1 |f:2.3|. Reported procedure: Prepared by reaction of 18a (3.70 g, 12.3 mmole) with cyclobutylmethyl bromide (2.24 g, 14.7 mmole) in the presence of NaHCO3 (2.00 g, 25 mmole) in DMF (50 ml) at 100° under argon for 6 hours to give, after processing in the usual manner, 4.50 g (99%) of 19a-CBM as a foam. NMR: δ 6.60; 2H, s (aromatic); 5.5, 1H, broad (hydroxyl), 4.24, 1H, d (H-5α, J=13 Hz); 3.76 (CH3O--), 0.86, 3H, d(7α-CH3, J=6.5 Hz). Reactants: C([O-])([O-])=O.[K+].[K+] (potassium carbonate), [H-].[Al+3].[Li+].[H-].[H-].[H-] (Lithium aluminium hydride), [H-].[Al+3].[Li+].[H-].[H-].[H-] (Lithium aluminium hydride), O (water), [H-].[Al+3].[Li+].[H-].[H-].[H-] (Lithium aluminium hydride), C1(=CC=CC=C1)C1(OC2=C(O1)C=CC(=C2)C(=O)N2CCC(=CC2)C2=CC=C(C=C2)F)C2=CC=CC=C2 ((2,2-Diphenyl-benzo[1,3]dioxol-5-yl)-[4-(4-fluoro-phenyl)-3,6-dihydro-2H-pyridin-1-yl]-methanone). Solvent: C1CCOC1 (THF), C1CCOC1 (THF), C1CCOC1 (THF). Reaction conditions: time 10 minute. Product: C1(=CC=CC=C1)C1(OC2=C(O1)C=CC(=C2)CN2CCC(=CC2)C2=CC=C(C=C2)F)C2=CC=CC=C2 (1-(2,2-diphenyl-benzo[1,3]dioxol-5-yl-methyl)-4-(4-fluoro-phenyl)-1,2,3,6-tetrahydro-pyridine). The yield is 83.4%. RXN SMILES: [H-].[Al+3].[Li+].[H-].[H-].[H-].[C:7]1([C:13]2([C:37]3[CH:42]=[CH:41][CH:40]=[CH:39][CH:38]=3)[O:17][C:16]3[CH:18]=[CH:19][C:20]([C:22]([N:24]4[CH2:29][CH:28]=[C:27]([C:30]5[CH:35]=[CH:34][C:33]([F:36])=[CH:32][CH:31]=5)[CH2:26][CH2:25]4)=O)=[CH:21][C:15]=3[O:14]2)[CH:12]=[CH:11][CH:10]=[CH:9][CH:8]=1.O.C(=O)([O-])[O-].[K+].[K+]>C1COCC1>[C:37]1([C:13]2([C:7]3[CH:8]=[CH:9][CH:10]=[CH:11][CH:12]=3)[O:17][C:16]3[CH:18]=[CH:19][C:20]([CH2:22][N:24]4[CH2:25][CH:26]=[C:27]([C:30]5[CH:31]=[CH:32][C:33]([F:36])=[CH:34][CH:35]=5)[CH2:28][CH2:29]4)=[CH:21][C:15]=3[O:14]2)[CH:38]=[CH:39][CH:40]=[CH:41][CH:42]=1 |f:0.1.2.3.4.5,8.9.10|. Reported procedure: Lithium aluminium hydride (13 mg, 0.36 mmol) was suspended in THF (10 ml). At room temperature (2,2-Diphenyl-benzo[1,3]dioxol-5-yl)-[4-(4-fluoro-phenyl)-3,6-dihydro-2H-pyridin-1-yl]-methanone (104 mg, 0.22 mmol) dissolved in THF (1.5 ml) was added dropwise under argon. The reaction was heated to reflux for 2 hours. Lithium aluminium hydride (50 mg) was added and the reaction was heated to reflux overnight under argon. Lithium aluminium hydride solution (0.3 ml, 1M solution in THF) was added and ...